This data is from the Open Reaction Database (ORD), a public repository of structured organic reaction records. The task is: describe an organic reaction: reactants, conditions, products, and yield The reactants are [Br-], O=C1CCN(Cc2ccccc2)CC1, C1CCOC1, Fc1ccc([Mg+])cc1. Yields the product OC1(c2ccc(F)cc2)CCN(Cc2ccccc2)CC1. Reaction SMILES: [Br-:1].[CH2:10]([c:11]1[cH:12][cH:13][cH:14][cH:15][cH:16]1)[N:17]1[CH2:18][CH2:19][C:20](=[O:23])[CH2:21][CH2:22]1.[CH2:24]1[O:25][CH2:26][CH2:27][CH2:28]1.[F:2][c:3]1[cH:4][cH:5][c:6]([Mg+:9])[cH:7][cH:8]1>>[F:2][c:3]1[cH:4][cH:5][c:6]([C:20]2([OH:23])[CH2:19][CH2:18][N:17]([CH2:10][c:11]3[cH:12][cH:13][cH:14][cH:15][cH:16]3)[CH2:22][CH2:21]2)[cH:7][cH:8]1. Reactants: [Li]CCCC, CCOC(C)=O, CCCCCC, CC(C)NC(C)C, [Cl-], Clc1ccc(Cl)nc1, O=Cc1cc(F)ccc1F, [NH4+], C1CCOC1. Product: OC(c1cc(F)ccc1F)c1cc(Cl)ncc1Cl. RXN SMILES: [CH2:8]([Li:9])[CH2:10][CH2:11][CH3:12].[CH3:33][CH2:34][O:35][C:36](=[O:37])[CH3:38].[CH3:39][CH2:40][CH2:41][CH2:42][CH2:43][CH3:44].[CH:1]([NH:2][CH:3]([CH3:4])[CH3:5])([CH3:6])[CH3:7].[Cl-:31].[Cl:13][c:14]1[n:15][cH:16][c:17]([Cl:20])[cH:18][cH:19]1.[F:21][c:22]1[c:23]([CH:24]=[O:25])[cH:26][c:27]([F:30])[cH:28][cH:29]1.[NH4+:32].[O:45]1[CH2:46][CH2:47][CH2:48][CH2:49]1>>[Cl:13][c:14]1[n:15][cH:16][c:17]([Cl:20])[c:18]([CH:24]([c:23]2[c:22]([F:21])[cH:29][cH:28][c:27]([F:30])[cH:26]2)[OH:25])[cH:19]1. Starting materials: BrC1=CC=C(C=C1)C1=NN(C(N1)=O)C (3-(4-Bromophenyl)-1-methyl-4,5-dihydro-1H-1,2,4-triazol-5-one), [H-].[Na+] (sodium hydride), CCOC(=O)C (EtOAc), C[Si](CCOCCl)(C)C (2-(trimethylsilyl)ethoxymethyl chloride). The solvent is CN(C)C=O (DMF). Reaction conditions: time 20 minute. Product: BrC1=CC=C(C=C1)C1=NN(C(N1COCC[Si](C)(C)C)=O)C (3-(4-Bromophenyl)-1-methyl-4-[[2-(trimethylsilyl)ethoxy]methyl]-4,5-dihydro-1H-1,2,4-triazol-5-one). Reaction SMILES: [Br:1][C:2]1[CH:7]=[CH:6][C:5]([C:8]2[NH:12][C:11](=[O:13])[N:10]([CH3:14])[N:9]=2)=[CH:4][CH:3]=1.[H-].[Na+].[CH3:17][Si:18]([CH3:25])([CH3:24])[CH2:19][CH2:20][O:21][CH2:22]Cl.CCOC(C)=O>CN(C=O)C>[Br:1][C:2]1[CH:3]=[CH:4][C:5]([C:8]2[N:12]([CH2:22][O:21][CH2:20][CH2:19][Si:18]([CH3:25])([CH3:24])[CH3:17])[C:11](=[O:13])[N:10]([CH3:14])[N:9]=2)=[CH:6][CH:7]=1 |f:1.2|. Reported procedure: To a solution of compound 51b (1.0 g, 3.9 mmol) in DMF (5 mL) was added sodium hydride (0.2 g, 5.0 mmol) in portions at 0° C. The mixture was stirred for 20 min, then 2-(trimethylsilyl)ethoxymethyl chloride (0.73 g, 4.4 mmol) was added dropwise. The reaction mixture was stirred at rt for 2 h. EtOAc (100 mL) was added. The organic layer was washed with water and brine, dried over Na2SO4, filtered and concentrated to give a residue, which was purified by flash column chromatography on silica gel (... Starting materials: [Li]CCCC, CI, CC(C)NC(C)C, [H-], [Na+], [Na+], C1CCOC1, O=C([O-])O, O=C(O)CC1c2ccccc2Oc2ccccc21. Product: CC(C(=O)O)C1c2ccccc2Oc2ccccc21. RXN SMILES: [CH2:28]([Li:29])[CH2:30][CH2:31][CH3:32].[CH3:33][I:34].[CH:3]([NH:4][CH:5]([CH3:6])[CH3:7])([CH3:8])[CH3:9].[H-:1].[Na+:2].[Na+:35].[O:40]1[CH2:41][CH2:42][CH2:43][CH2:44]1.[OH:36][C:37](=[O:38])[O-:39].[cH:10]1[cH:11][cH:12][cH:13][c:14]2[c:23]1[CH:22]([CH2:24][C:25](=[O:26])[OH:27])[c:21]1[c:16]([cH:17][cH:18][cH:19][cH:20]1)[O:15]2>>[CH3:3][CH:24]([CH:22]1[c:21]2[c:16]([cH:17][cH:18][cH:19][cH:20]2)[O:15][c:14]2[cH:13][cH:12][cH:11][cH:10][c:23]21)[C:25](=[O:26])[OH:27]. The reactants are CC(=O)O, O=C1CC2CCSc3sccc3C2=NN1c1ccc(Cl)cc1, O, OO. Yields the product O=C1CC2CCS(=O)c3sccc3C2=NN1c1ccc(Cl)cc1. RXN SMILES: [CH3:26][C:27](=[O:28])[OH:29].[Cl:1][c:2]1[cH:3][cH:4][c:5]([N:8]2[N:9]=[C:10]3[CH:11]([CH2:12][C:13]2=[O:14])[CH2:15][CH2:16][S:17][c:18]2[c:19]3[cH:20][cH:21][s:22]2)[cH:6][cH:7]1.[OH2:25].[OH:23][OH:24]>>[Cl:1][c:2]1[cH:3][cH:4][c:5]([N:8]2[N:9]=[C:10]3[CH:11]([CH2:12][C:13]2=[O:14])[CH2:15][CH2:16][S:17](=[O:23])[c:18]2[c:19]3[cH:20][cH:21][s:22]2)[cH:6][cH:7]1. Starting materials: COc1ccc(-n2nc(C(F)(F)F)cc2C(=O)O)c(CN=[N+]=[N-])c1, Nc1ccc(F)cc1C(=O)O, CS(=O)(=O)c1ccccc1-c1ccc(N)c(F)c1. Product: [N-]=[N+]=NCc1cc(F)ccc1-n1nc(C(F)(F)F)cc1C(=O)O. As a reaction SMILES: [F:12][C:13]([c:14]1[n:15][n:16](-[c:22]2[c:23]([CH2:30][N:31]=[N+:32]=[N-:33])[cH:24][c:25]([O:28][CH3:29])[cH:26][cH:27]2)[c:17]([C:19](=[O:20])[OH:21])[cH:18]1)([F:34])[F:35].[F:1][c:2]1[cH:3][c:4]([C:9]([OH:10])=[O:11])[c:5]([NH2:6])[cH:7][cH:8]1.[F:36][c:37]1[cH:38][c:39](-[c:40]2[cH:41][cH:42][cH:43][cH:44][c:45]2[S:46]([CH3:47])(=[O:48])=[O:49])[cH:50][cH:51][c:52]1[NH2:53]>>[F:1][c:25]1[cH:24][c:23]([CH2:30][N:31]=[N+:32]=[N-:33])[c:22](-[n:16]2[n:15][c:14]([C:13]([F:12])([F:34])[F:35])[cH:18][c:17]2[C:19](=[O:20])[OH:21])[cH:27][cH:26]1. The reactants are COCCCBr, [H-], [I-], COC(=O)c1cccc([N+](=O)[O-])c1N, [Na+], [Na+], CN(C)C=O, O. Yields the product COCCCNc1c(C(=O)OC)cccc1[N+](=O)[O-]. As a reaction SMILES: [Br:19][CH2:20][CH2:21][CH2:22][O:23][CH3:24].[H-:18].[I-:15].[NH2:1][c:2]1[c:3]([C:4](=[O:5])[O:6][CH3:7])[cH:8][cH:9][cH:10][c:11]1[N+:12](=[O:13])[O-:14].[Na+:16].[Na+:17].[O:25]=[CH:26][N:27]([CH3:28])[CH3:29].[OH2:30]>>[NH:1]([c:2]1[c:3]([C:4](=[O:5])[O:6][CH3:7])[cH:8][cH:9][cH:10][c:11]1[N+:12](=[O:13])[O-:14])[CH2:20][CH2:21][CH2:22][O:23][CH3:24]. Starting materials: CCOC(=O)C1CCN(c2cc(-c3ccccc3)nc3ccsc23)CC1, CCN, CO. Yields the product CCNC(=O)C1CCN(c2cc(-c3ccccc3)nc3ccsc23)CC1. Reaction SMILES: [CH2:1]([O:3][C:4](=[O:2])[CH:6]1[CH2:7][CH2:8][N:9]([c:12]2[c:13]3[c:14]([n:15][c:16](-[c:18]4[cH:19][cH:20][cH:21][cH:22][cH:23]4)[cH:17]2)[cH:24][cH:25][s:26]3)[CH2:10][CH2:11]1)[CH3:5].[CH3:27][CH2:28][NH2:29].[CH3:30][OH:31]>>[O:3]=[C:4]([CH:6]1[CH2:7][CH2:8][N:9]([c:12]2[c:13]3[c:14]([n:15][c:16](-[c:18]4[cH:19][cH:20][cH:21][cH:22][cH:23]4)[cH:17]2)[cH:24][cH:25][s:26]3)[CH2:10][CH2:11]1)[NH:29][CH2:28][CH3:27]. Starting materials: O (water), C(C)(C)(C)OC(=O)N1CCC(CC1)C(CCC1=CC=CC=C1)O (1-t-butoxy carbonyl-4-(3-phenyl-1-hydroxypropyl)piperidine), CI (methyl iodide), [H-].[Na+] (NaH). Run in CN(C)C=O (DMF). Reaction conditions: time 16 hour. Yields the product C(C)(C)(C)OC(=O)N1CCC(CC1)C(CCC1=CC=CC=C1)OC (1-t-butoxy carbonyl-4-(3-phenyl-1-(RS)-methoxypropyl)piperidine). As a reaction SMILES: [C:1]([O:5][C:6]([N:8]1[CH2:13][CH2:12][CH:11]([CH:14]([OH:23])[CH2:15][CH2:16][C:17]2[CH:22]=[CH:21][CH:20]=[CH:19][CH:18]=2)[CH2:10][CH2:9]1)=[O:7])([CH3:4])([CH3:3])[CH3:2].[CH3:24]I.[H-].[Na+].O>CN(C=O)C>[C:1]([O:5][C:6]([N:8]1[CH2:13][CH2:12][CH:11]([CH:14]([O:23][CH3:24])[CH2:15][CH2:16][C:17]2[CH:22]=[CH:21][CH:20]=[CH:19][CH:18]=2)[CH2:10][CH2:9]1)=[O:7])([CH3:4])([CH3:2])[CH3:3] |f:2.3|. Reported procedure: To a solution of 0.218 g (0.68 mmol) of 1-t-butoxy carbonyl-4-(3-phenyl-1-hydroxypropyl)piperidine (Example 239) and 0.3 mL of methyl iodide in 2 mL of DMF was added 0.066 g (1.5 mmol)of NaH (60% dispersion in mineral oil) and the mixture was stirred for 16 h at rt. To the reaction was added 5 mL of water and the mixture was extracted with ethyl acetate. The combined organic fractions were washed with sat'd NaCl solution, dried over MgSO4, filtered and the filtrate was concentrated. The residue ... Starting materials: O (water), C(C)(C)(C)C1=CC(=C(C=C1)C#C)[N+](=O)[O-] (4-tert-Butyl-1-ethynyl-2-nitro-benzene), C(C)#N (acetonitrile), I(=O)(=O)(=O)O (Periodic acid), O (water). The reagents and catalysts are O.[Ru](Cl)(Cl)Cl (ruthenium(III)chloride hydrate). The solvent is [Cl-].[Cl-].[Cl-].[Cl-].C (carban tetrachloride). Run at time 90 minute. Product: C(C)(C)(C)C1=CC(=C(C(=O)O)C=C1)[N+](=O)[O-] (4-tert-Butyl-2-nitro-benzoic acid). As a reaction SMILES: [C:1]([C:5]1[CH:10]=[CH:9][C:8]([C:11]#C)=[C:7]([N+:13]([O-:15])=[O:14])[CH:6]=1)([CH3:4])([CH3:3])[CH3:2].C(#N)C.I(O)(=O)(=O)=[O:20].[OH2:24]>[Cl-].[Cl-].[Cl-].[Cl-].C.O.[Ru](Cl)(Cl)Cl>[C:1]([C:5]1[CH:10]=[CH:9][C:8]([C:11]([OH:20])=[O:24])=[C:7]([N+:13]([O-:15])=[O:14])[CH:6]=1)([CH3:4])([CH3:3])[CH3:2] |f:4.5.6.7.8,9.10|. Procedure: 4-tert-Butyl-1-ethynyl-2-nitro-benzene (1.662 g, 8.176 mmol) was dissolved in 20 mL carban tetrachloride, 20 mL acetonitrile, and 40 mL water. Periodic acid (9.322 g, 40.89 mmol) was added followed by ruthenium(III)chloride hydrate (85 mg, 0.41 mmol). After stirring of 90 minutes, the resulting mixture was diluted with water and extracted with three portions of dichloromethane. The combined dichloromethane layers wee dried over anhydrous MgSO4, and concentrated in vacuo to yield 4-tert-Butyl-2-n...